From a dataset of the Open Reaction Database (ORD), a public repository of structured organic reaction records. describe an organic reaction: reactants, conditions, products, and yield RXN SMILES: [CH3:19][OH:20].[NH2:1][CH:2]([CH:3]([C:4](=[O:5])[O:6][CH:7]([CH3:8])[CH3:9])[OH:10])[CH2:11][c:12]1[cH:13][cH:14][cH:15][cH:16][cH:17]1.[NH3:18]>>[NH2:1][CH:2]([CH:3]([C:4](=[O:5])[NH2:18])[OH:10])[CH2:11][c:12]1[cH:13][cH:14][cH:15][cH:16][cH:17]1. Starting materials: CO, CC(C)OC(=O)C(O)C(N)Cc1ccccc1, N. The product is NC(=O)C(O)C(N)Cc1ccccc1.